This data is from the Open Reaction Database (ORD), a public repository of structured organic reaction records. The task is: describe an organic reaction: reactants, conditions, products, and yield Starting materials: FC1=C(C=CC=C1F)C([C@H]1CN(CCC1)C(=O)OC(C)(C)C)OCCOS(=O)(=O)C ((3R)-tert-butyl 3-((2,3-difluorophenyl)(2-(methylsulfonyloxy)ethoxy)methyl)piperidine-1-carboxylate), [N-]=[N+]=[N-].[Na+] (NaN3). Run in CN(C)C=O (DMF), C(C)(=O)OCC (ethyl acetate). The product is N(=[N+]=[N-])CCOC([C@H]1CN(CCC1)C(=O)OC(C)(C)C)C1=C(C(=CC=C1)F)F ((3R)-tert-butyl 3-((2-azidoethoxy)(2,3-difluorophenyl)methyl)piperidine-1-carboxylate). The yield is 91.2%. Reaction SMILES: [F:1][C:2]1[C:7]([F:8])=[CH:6][CH:5]=[CH:4][C:3]=1[CH:9]([O:23][CH2:24][CH2:25]OS(C)(=O)=O)[C@@H:10]1[CH2:15][CH2:14][CH2:13][N:12]([C:16]([O:18][C:19]([CH3:22])([CH3:21])[CH3:20])=[O:17])[CH2:11]1.[N-:31]=[N+:32]=[N-:33].[Na+]>CN(C=O)C.C(OCC)(=O)C>[N:31]([CH2:25][CH2:24][O:23][CH:9]([C:3]1[CH:4]=[CH:5][CH:6]=[C:7]([F:8])[C:2]=1[F:1])[C@@H:10]1[CH2:15][CH2:14][CH2:13][N:12]([C:16]([O:18][C:19]([CH3:22])([CH3:21])[CH3:20])=[O:17])[CH2:11]1)=[N+:32]=[N-:33] |f:1.2|. Procedure details: A solution of (3R)-tert-butyl 3-((2,3-difluorophenyl)(2-(methylsulfonyloxy)ethoxy)methyl)piperidine-1-carboxylate (4.2 g, 9.4 mmol) and solid NaN3 (0.92 g, 14.1 mmol) in anhydrous DMF (30 mL) was heated to 80° C. overnight. The reaction mixture was cooled to rt and diluted with ethyl acetate (80 mL), the organic phase was washed with water (30 mL×3), dried over Na2SO4 and evaporated. The residue was separated on a silica column to give (3R)-tert-butyl 3-((2-azidoethoxy)(2,3-difluorophenyl)methyl... The reactants are O (water), C([C@H](O)[C@@H](O)C(=O)O)(=O)O ((R,R)-tartaric acid), N[C@H]1[C@H](CC2=CC=CC=C12)O (Racemic cis-1-amino-2-indanol). The solvent is CO (methanol), C(C)O (ethanol), CO (methanol). Run at temperature 60 celsius. Yields the product N[C@@H]1[C@@H](CC2=CC=CC=C12)O.CO.C(=O)(O)[C@H](O)[C@@H](O)C(=O)O ((1S,2R)-1-amino-2-indanol (R,R)-tartrate methanol). The yield is 78.1%. As a reaction SMILES: [NH2:1][C@@H:2]1[C:10]2[C:5](=[CH:6][CH:7]=[CH:8][CH:9]=2)[CH2:4][C@@H:3]1[OH:11].[C:12]([OH:21])(=[O:20])[C@@H:13]([C@H:15]([C:17]([OH:19])=[O:18])[OH:16])[OH:14].O>C(O)C.CO>[NH2:1][C@H:2]1[C:10]2[C:5](=[CH:6][CH:7]=[CH:8][CH:9]=2)[CH2:4][C@H:3]1[OH:11].[CH3:13][OH:14].[C:17]([C@@H:15]([C@H:13]([C:12]([OH:21])=[O:20])[OH:14])[OH:16])([OH:19])=[O:18] |f:5.6.7|. Reported procedure: Racemic cis-1-amino-2-indanol (25.1 g) was dissolved in 375 ml of ethanol. At room temperature a solution of (R,R)-tartaric acid (27.5 g) in 375 ml of methanol was added. The water content was less than 0.1 wt. % relative to methanol. Then the mixture was heated to 60° C. and then cooled down again to 20° C. The solid was recovered by filtration and washed with 100 ml of methanol. After drying, 23.7 g of (1S,2R)-1-amino-2-indanol-(R,R)-tartrate methanol solvate were obtained with an e.e. of 93.1... Starting materials: Cl.CN(CCS)C (2-dimethylaminoethanethiol hydrochloride), [H-].[Na+] (sodium hydride), BrC1=CC=C(S1)C=O (5-bromo-2-thiophenecarboxaldehyde). Run in CS(=O)C (DMSO). Run at temperature 90 celsius. The product is CN(CCSC1=CC=C(S1)C=O)C (5-(2-Dimethylaminoethylthio)-2-thiophenecarboxaldehyde). RXN SMILES: Cl.[CH3:2][N:3]([CH3:7])[CH2:4][CH2:5][SH:6].[H-].[Na+].Br[C:11]1[S:15][C:14]([CH:16]=[O:17])=[CH:13][CH:12]=1>CS(C)=O>[CH3:2][N:3]([CH3:7])[CH2:4][CH2:5][S:6][C:11]1[S:15][C:14]([CH:16]=[O:17])=[CH:13][CH:12]=1 |f:0.1,2.3|. Procedure: 2-dimethylaminoethanethiol hydrochloride (1.85 g, 13.09 mmol) was suspended in dry DMSO and sodium hydride (60% dispersed in mineral oil, 1.10 g, 2.1 equivs) was added carefully. The reaction mixture was left stirring for 1 hour before 5-bromo-2-thiophenecarboxaldehyde (2.5 g, 1.56 ml, 13.09 mmol) was added. The reaction mixture was then heated to 90° C. under nitrogen. The reactants are C([O-])(O)=O.[Na+] (sodium bicarbonate), ClC1=C(C(=NN=N1)Cl)Cl (trichlorotriazine), [N+](=O)([O-])C1=CC=C(N)C=C1 (p-nitroaniline), [N+](=O)([O-])C1=CC=C(N)C=C1 (p-nitroaniline), [N+](=O)([O-])C1=CC=C(N)C=C1 (Para-nitroaniline), ClN1NC(=CC(=N1)Cl)Cl (2,4,6-Trichlorotriazine). Run in O (water), CC(=O)C (acetone), CC(=O)C (acetone). Run at time 2 hour. Product: ClN1NC(=CC(=N1)Cl)NC1=CC=C(C=C1)[N+](=O)[O-] (2,4-dichloro-6-p-nitroanilinotriazine). The yield is 80.9%. As a reaction SMILES: [N+:1]([C:4]1[CH:10]=[CH:9][C:7]([NH2:8])=[CH:6][CH:5]=1)([O-:3])=[O:2].[Cl:11][N:12]1[N:17]=[C:16](Cl)[CH:15]=[C:14]([Cl:19])[NH:13]1.ClC1N=NN=C(Cl)C=1Cl.C(=O)(O)[O-].[Na+]>O.CC(C)=O>[Cl:11][N:12]1[N:13]=[C:14]([Cl:19])[CH:15]=[C:16]([NH:8][C:7]2[CH:9]=[CH:10][C:4]([N+:1]([O-:3])=[O:2])=[CH:5][CH:6]=2)[NH:17]1 |f:3.4|. Reported procedure: Para-nitroaniline (13.8 g) was dissolved into acetone (150 ml) at room temperature. 2,4,6-Trichlorotriazine (18.4 g) was dissolved into acetone (100 ml). Then the trichlorotriazine solution was dropwisely added to the p-nitroaniline solution as the p-nitroaniline solution was cooled with iced water. After the reaction was carried out for 2 hours at 0° C., an aqueous sodium bicarbonate solution (8.4 g of sodium bicarbonate being dissolved in 100 ml of water) was dropwisely added to the solution o... Starting materials: C(C=C)[C@@]1(CCN(C(O1)=O)[C@@H](C)C1=CC=C(C=C1)Br)C1=CC=CC=C1 ((R)-6-allyl-3-((S)-1-(4-bromophenyl)ethyl)-6-phenyl-1,3-oxazinan-2-one), O (H2O). The reagents and catalysts are Cl[Cu] (CuCl), Cl[Pd]Cl (PdCl2). Solvent: CN(C)C=O (DMF). Yields the product O=C(CC1(CCNC(O1)=O)C1=CC=CC=C1)C (6-(2-oxopropyl)-6-phenyl-1,3-oxazinan-2-one). The yield is 58.0%. RXN SMILES: [CH2:1]([C@@:4]1([C:20]2[CH:25]=[CH:24][CH:23]=[CH:22][CH:21]=2)[O:9][C:8](=[O:10])[N:7]([C@H](C2C=CC(Br)=CC=2)C)[CH2:6][CH2:5]1)[CH:2]=[CH2:3].[OH2:26]>CN(C=O)C.Cl[Cu].Cl[Pd]Cl>[O:26]=[C:2]([CH3:3])[CH2:1][C:4]1([C:20]2[CH:25]=[CH:24][CH:23]=[CH:22][CH:21]=2)[O:9][C:8](=[O:10])[NH:7][CH2:6][CH2:5]1. Procedure details: To a solution of (R)-6-allyl-3-((S)-1-(4-bromophenyl)ethyl)-6-phenyl-1,3-oxazinan-2-one (20 g, 50 mmol) and CuCl (12.4 g, 125 mmol) in dry DMF (50 mL) was added H2O (12 mL) and PdCl2 (2.66 g, 15 mmol) at 0˜−5° C. After addition, the mixture was allowed to warm to rt gradually for 48 h under O2. After TLC showing the stating material had disappeared, the solid was filtered off. Water (200 mL) and EtOAc (50 mL) were added. The layers were separated and the aqueous layer was extracted with EtOAc (3...